Task: describe an organic reaction: reactants, conditions, products, and yield. Dataset: the Open Reaction Database (ORD), a public repository of structured organic reaction records Reactants: C=1(C(=CC=CC1)C)C (xylene), C(C1=CC=CC=C1)N (benzylamine), C([C@H](O)[C@@H](O)C(=O)O)(=O)O (L-(+)-tartaric acid), CO (MeOH). Solvent: CCOC(=O)C (EtOAc). Conditions: temperature 135 celsius, time 1 hour. The product is C(C1=CC=CC=C1)N1C([C@@H]([C@H](C1=O)O)O)=O ((3R,4R)-1-benzyl-3,4-dihydroxypyrrolidine-2,5-dione). Yield: 78.5%. RXN SMILES: C1(C)C(C)=CC=CC=1.[CH2:9]([NH2:16])[C:10]1[CH:15]=[CH:14][CH:13]=[CH:12][CH:11]=1.[C:17](O)(=[O:25])[C@@H:18]([C@H:20]([C:22](O)=[O:23])[OH:21])[OH:19].CO>CCOC(C)=O>[CH2:9]([N:16]1[C:22](=[O:23])[C@H:20]([OH:21])[C@@H:18]([OH:19])[C:17]1=[O:25])[C:10]1[CH:15]=[CH:14][CH:13]=[CH:12][CH:11]=1. Procedure: A mixture of xylene, (1.2 L), benzylamine (120 g, 1.10 mol, 1.0 eq) and L-(+)-tartaric acid (173 g, 1.15 mol, 1.05 eq) were heated at 135° C. for 12 hr (flask jacket temperature). Upon reaction completion, the mixture was cooled to 65° C. and MeOH (120 mL, 1 vol) was added. The resulting mixture was stirred for 1 hr and the resulting suspension was cooled to 20° C. followed by the addition of EtOAc (480 mL). Stirring was continued at 10° C. for 2 hr. The crude product was isolated by filtration ... Reactants: C(C)(=O)O (Acetic acid), C=O (formaldehyde), O (water), C(#N)[BH3-].[Na+] (sodium cyanoborohydride), C1CCOC1 (THF), NC(=O)C1=NC=NN1[C@H]1[C@@H]([C@]2([C@H]3[C@@](COC2)(C2=CC[C@]4([C@@H]([C@@](CC[C@@]4([C@H]2CC3)C)(C)[C@@H](C(C)C)C)C(=O)O)C)C1)C)OC[C@](C(C)C)(C)N ((1S,4aR,6aS,7R,8R,10aR,10bR,12aR,14R,15R)-14-[5-(aminocarbonyl)-1H-1,2,4-triazol-1-yl]-15-[[(2R)-2-amino-2,3-dimethylbutyl]oxy]-8-[(1R)-1,2-dimethylpropyl]-1,6,6a,7,8,9,10,10a,10b,11,12,12a-dodecahydro-1,6a,8,10a-tetramethyl-4H-1,4a-propano-2H-phenanthro[1,2-c]pyran-7-carboxylic acid). Solvent: CO (methanol). Run at time 6 hour. Product: NC(=O)C1=NC=NN1[C@H]1[C@@H]([C@]2([C@H]3[C@@](COC2)(C2=CC[C@]4([C@@H]([C@@](CC[C@@]4([C@H]2CC3)C)(C)[C@@H](C(C)C)C)C(=O)O)C)C1)C)OC[C@](C(C)C)(C)N(C)C ((1S,4aR,6aS,7R,8R,10aR,10bR,12aR,14R,15R)-14-[5-(aminocarbonyl)-1H-1,2,4-triazol-1-yl]-15-[[(2R)-2-(dimethylamino)-2,3-dimethylbutyl]oxy]-8-[(1R)-1,2-dimethylpropyl]-1,6,6a,7,8,9,10,10a,10b,11,12,12a-dodecahydro-1,6a,8,10a-tetramethyl-4H-1,4a-propano-2H-phenanthro[1,2-c]pyran-7-carboxylic acid). As a reaction SMILES: [C:1](O)(=O)C.C=O.O.[C:8]([BH3-])#[N:9].[Na+].C1COCC1.[NH2:17][C:18]([C:20]1[N:24]([C@@H:25]2[CH2:56][C@:29]34[C:33]5[C@H:42]([CH2:43][CH2:44][C@H:28]3[C@@:27]([CH3:57])([CH2:32][O:31][CH2:30]4)[C@H:26]2[O:58][CH2:59][C@@:60](N)([CH3:64])[CH:61]([CH3:63])[CH3:62])[C@:41]2([CH3:45])[C@:36]([CH3:55])([C@H:37]([C:52]([OH:54])=[O:53])[C@:38]([C@H:47]([CH3:51])[CH:48]([CH3:50])[CH3:49])([CH3:46])[CH2:39][CH2:40]2)[CH2:35][CH:34]=5)[N:23]=[CH:22][N:21]=1)=[O:19]>CO>[NH2:17][C:18]([C:20]1[N:24]([C@@H:25]2[CH2:56][C@:29]34[C:33]5[C@H:42]([CH2:43][CH2:44][C@H:28]3[C@@:27]([CH3:57])([CH2:32][O:31][CH2:30]4)[C@H:26]2[O:58][CH2:59][C@@:60]([N:9]([CH3:8])[CH3:1])([CH3:64])[CH:61]([CH3:63])[CH3:62])[C@:41]2([CH3:45])[C@:36]([CH3:55])([C@H:37]([C:52]([OH:54])=[O:53])[C@:38]([C@H:47]([CH3:51])[CH:48]([CH3:50])[CH3:49])([CH3:46])[CH2:39][CH2:40]2)[CH2:35][CH:34]=5)[N:23]=[CH:22][N:21]=1)=[O:19] |f:3.4|. Procedure details: Acetic acid (2 μl, 0.035 mmol), formaldehyde 37% in water (5.4 μl, 0.073 mmol), and sodium cyanoborohydride 1.0 M in THF (67 μl, 0.067 mmol) were added to a stirred hazy solution of (1S,4aR,6aS,7R,8R,10aR,10bR,12aR,14R,15R)-14-[5-(aminocarbonyl)-1H-1,2,4-triazol-1-yl]-15-[[(2R)-2-amino-2,3-dimethylbutyl]oxy]-8-[(1R)-1,2-dimethylpropyl]-1,6,6a,7,8,9,10,10a,10b,11,12,12a-dodecahydro-1,6a,8,10a-tetramethyl-4H-1,4a-propano-2H-phenanthro[1,2-c]pyran-7-carboxylic acid (Example 41, 13.3 mg, 0.017 mmol)...